From a dataset of the Open Reaction Database (ORD), a public repository of structured organic reaction records. describe an organic reaction: reactants, conditions, products, and yield Reactants: C(C)OC(=O)C1(CC2=CC=CC=C2C1)NC(C1=C(C(=CC=C1)C)I)=O (2-(2-iodo-3-methyl-benzoylamino)-indan-2-carboxylic acid ethyl ester), C(=C\CCC)/B(O)O (trans-1-penten-1-ylboronic acid), aqueous solution, C(=O)([O-])[O-].[K+].[K+] (K2CO3). The reagents and catalysts are [Pd] (palladium), [Pd] (Pd). The solvent is CCO (EtOH), O1CCOCC1 (dioxane). The product is C(C)OC(=O)C1(CC2=CC=CC=C2C1)NC(C1=C(C(=CC=C1)C)\C=C\CCC)=O (2-[3-Methyl-2-((E)-pent-1-enyl)-benzoylamino]-indan-2-carboxylic acid ethyl ester). The yield is 60.7%. RXN SMILES: [CH2:1]([O:3][C:4]([C:6]1([NH:15][C:16](=[O:25])[C:17]2[CH:22]=[CH:21][CH:20]=[C:19]([CH3:23])[C:18]=2I)[CH2:14][C:13]2[C:8](=[CH:9][CH:10]=[CH:11][CH:12]=2)[CH2:7]1)=[O:5])[CH3:2].[CH:26](/B(O)O)=[CH:27]\[CH2:28][CH2:29][CH3:30].C([O-])([O-])=O.[K+].[K+]>CCO.O1CCOCC1.[Pd]>[CH2:1]([O:3][C:4]([C:6]1([NH:15][C:16](=[O:25])[C:17]2[CH:22]=[CH:21][CH:20]=[C:19]([CH3:23])[C:18]=2/[CH:26]=[CH:27]/[CH2:28][CH2:29][CH3:30])[CH2:14][C:13]2[C:8](=[CH:9][CH:10]=[CH:11][CH:12]=2)[CH2:7]1)=[O:5])[CH3:2] |f:2.3.4|. Procedure: To a solution of 2-(2-iodo-3-methyl-benzoylamino)-indan-2-carboxylic acid ethyl ester (200 mg, 0.45 mmol) and trans-1-penten-1-ylboronic acid (205 mg, 1.80 mmol) in EtOH (10 mL) and dioxane (10 mL) is added palladium anchored homogeneous catalyst, FibreCatPd(0) (4.84% Pd, 96 mg, 0.045 mmol) and 2M aqueous solution of K2SO4 (0.90 mL, 1.80 mmol). The resulting reaction mixture is covered with argon and run in a microwave reaction: 110° C., 8 h. After concentration in vacuo, the residue is purified... Reactants: C(C1=CC=CC=C1)(=O)NC1=C2C(=NC=N1)N(N=C2)[C@H]2[C@@H]([C@@H]([C@H](O2)/C=C/P(OCC)(OCC)=O)O)O (diethyl (E)-2-((2R,3S,4R,5R)-5-(4-benzamido-1H-pyrazolo[3,4-d]pyrimidin-1-yl)-3,4-dihydroxy-tetrahydrofuran-2-yl)vinylphosphonate), N1=C(C=CC=C1C)C (2,6-lutidine), [Si](C)(C)(C)I (TMSI). Solvent: CC#N (CH3CN). Run at time 1 hour. Product: C(C1=CC=CC=C1)(=O)NC1=C2C(=NC=N1)N(N=C2)[C@H]2[C@@H]([C@@H]([C@H](O2)/C=C/P(O)(O)=O)O)O ((E)-2-((2R,3S,4R,5R)-5-(4-benzamido-1H-pyrazolo[3,4-d]pyrimidin-1-yl)-3,4-dihydroxy-tetrahydrofuran-2-yl)vinylphosphonic acid). Yield: 34.8%. Reaction SMILES: [C:1]([NH:9][C:10]1[N:15]=[CH:14][N:13]=[C:12]2[N:16]([C@@H:19]3[O:23][C@H:22](/[CH:24]=[CH:25]/[P:26](=[O:33])([O:30]CC)[O:27]CC)[C@@H:21]([OH:34])[C@H:20]3[OH:35])[N:17]=[CH:18][C:11]=12)(=[O:8])[C:2]1[CH:7]=[CH:6][CH:5]=[CH:4][CH:3]=1.N1C(C)=CC=CC=1C.[Si](I)(C)(C)C>CC#N>[C:1]([NH:9][C:10]1[N:15]=[CH:14][N:13]=[C:12]2[N:16]([C@@H:19]3[O:23][C@H:22](/[CH:24]=[CH:25]/[P:26](=[O:27])([OH:30])[OH:33])[C@@H:21]([OH:34])[C@H:20]3[OH:35])[N:17]=[CH:18][C:11]=12)(=[O:8])[C:2]1[CH:3]=[CH:4][CH:5]=[CH:6][CH:7]=1. Procedure details: Compound 25.1 (62.2 mg, 0.124 mmol) in CH3CN (1.25 mL, 0.1 M) was treated with 2,6-lutidine (215 μL, 1.85 mmol) and TMSI (176 μL, 1.24 mmol). The mixture was stirred at room temperature for 1 h and the solvent was removed in vacuo. The residue was treated with concentrated NH4OH (2 mL) and the solvent was removed in vacuo (×3). The residue was treated with 1% AcOH (2 mL) and treated to reverse phase HPLC to afford compound 25.2 (19.3 mg, 35% yield) as a white solid: MS (ESI) m/z 448 [M+H]+.